This data is from the Open Reaction Database (ORD), a public repository of structured organic reaction records. The task is: describe an organic reaction: reactants, conditions, products, and yield Reactants: CC1=CC=C(C=C1)C1=CC2=C(S1)C=CC=C2 (2-(4-methylphenyl)benzo[b]thiophene), O1CCCC1 (tetrahydrofuran), C(CCC)[Li] (n-butyllithium). Solvent: CN(C=O)C (N,N-dimethylformamide). Conditions: temperature -78 celsius, time 10 minute. Product: CC1=CC=C(C=C1)C1=C(C2=C(S1)C=CC=C2)C=O (2-(4-methylphenyl)benzo[b]-thiophene-3-carbaldehyde). As a reaction SMILES: [CH3:1][C:2]1[CH:7]=[CH:6][C:5]([C:8]2[S:12][C:11]3[CH:13]=[CH:14][CH:15]=[CH:16][C:10]=3[CH:9]=2)=[CH:4][CH:3]=1.[O:17]1CCC[CH2:18]1.C([Li])CCC>CN(C)C=O>[CH3:1][C:2]1[CH:7]=[CH:6][C:5]([C:8]2[S:12][C:11]3[CH:13]=[CH:14][CH:15]=[CH:16][C:10]=3[C:9]=2[CH:18]=[O:17])=[CH:4][CH:3]=1. Procedure details: To a solution of 2-(4-methylphenyl)benzo[b]thiophene (896 mg) in freshly distillated tetrahydrofuran (15 ml) was added n-butyllithium (2.75 ml, 1.6 mol solution in n-hexane) through a syringe at -78° C. The solution was stirred at -78° C. for 10 minutes and then at ambient temperature for half an hour. To the deep red colored solution was added N,N-dimethylformamide (365 mg) at 5° C. The mixture was stirred at ambient temperature for one hour, quenched with aqueous saturated ammonium chloride so...